This data is from the Open Reaction Database (ORD), a public repository of structured organic reaction records. The task is: describe an organic reaction: reactants, conditions, products, and yield Reactants: ClN1C(CCC1=O)=O (N-chlorosuccinimide), ClC=1N=C(C2=C(N1)C=CS2)N2CCOCC2 (2-Chloro-4-morpholin-4-yl-thieno[3,2-d]pyrimidine). The solvent is C1CCOC1 (THF), CCCCCC (hexane), C1CCOC1 (THF), CCOCC (ether). Conditions: temperature -40 celsius, time 40 minute. Yields the product ClC=1N=C(C2=C(N1)C=C(S2)Cl)N2CCOCC2 (2,6-dichloro-4-morpholinothieno[3,2-d]pyrimidine). Yield: 50.0%. RXN SMILES: [Cl:1][C:2]1[N:3]=[C:4]([N:11]2[CH2:16][CH2:15][O:14][CH2:13][CH2:12]2)[C:5]2[S:10][CH:9]=[CH:8][C:6]=2[N:7]=1.[Cl:17]N1C(=O)CCC1=O>CCCCCC.C1COCC1.CCOCC>[Cl:1][C:2]1[N:3]=[C:4]([N:11]2[CH2:16][CH2:15][O:14][CH2:13][CH2:12]2)[C:5]2[S:10][C:9]([Cl:17])=[CH:8][C:6]=2[N:7]=1. Procedure details: n-Butylithium (1.6 mL, 3.914 mmol) in 2.5 M hexane solution was added to a mixture of 2-chloro-4-morpholinothieno[3,2-d]pyrimidine 4 (500 mg, 1.957 mmol) in 10 mL of THF at −78° C. The reaction mixture was allowed to warm to −40° C. and stirred for 40 min. A solution of N-chlorosuccinimide (523 mg, 3.914 mmol) in 8 mL of THF was added dropwise. After the addition was completed. The reaction mixture was brought to room temperature and stirred for 2 h. The reaction was monitored by LC/MS. The mixt... The reactants are ClC=1C=C2CCN3C2=C(C1)C(=C3C)C3=CC=CC=C3 (7-chloro-1,2-dihydro-4-methyl-5-phenylpyrrolo[3,2,1-hi]indole), product, C(C)(=O)O (acetic acid), O=[O+][O-] (ozone), product. The solvent is O (water). Yields the product C(C1=CC=CC=C1)(=O)C=1C=C(C=C2CCNC12)Cl (7-Benzoyl-5-chloroindoline). Reaction SMILES: [Cl:1][C:2]1[CH:3]=[C:4]2[C:8]3=[C:9]([C:11]([C:14]4[CH:19]=[CH:18][CH:17]=[CH:16][CH:15]=4)=C(C)[N:7]3[CH2:6][CH2:5]2)[CH:10]=1.C(O)(=[O:22])C.O=[O+][O-]>O>[C:11]([C:9]1[CH:10]=[C:2]([Cl:1])[CH:3]=[C:4]2[C:8]=1[NH:7][CH2:6][CH2:5]2)(=[O:22])[C:14]1[CH:19]=[CH:18][CH:17]=[CH:16][CH:15]=1. Procedure details: A suspension of 5 g. (0.0187 mole) of 7-chloro-1,2-dihydro-4-methyl-5-phenylpyrrolo[3,2,1-hi]indole in 400 ml. of glacial acetic acid was treated with ozone at room temperature until all the suspended material went into solution, the reaction mixture was poured into water and the mixture extracted with chloroform. The chloroform extracts were combined and concentrated to an oil. The oil was treated with a solution of 100 ml. of hydrochloric acid and 100 ml. of glacial acetic acid; the mixture wa... The reactants are CC(C)(C)c1cccc(C(C)(C)C)c1O, N#Cc1ccccc1[N+](=O)[O-], CS(C)=O, Cl, [Na+], [OH-]. The product is CC(C)(C)c1cc(-c2ccc([N+](=O)[O-])c(C#N)c2)cc(C(C)(C)C)c1O. Reaction SMILES: [C:14]([CH3:15])([CH3:16])([CH3:17])[c:18]1[c:19]([OH:28])[c:20]([C:24]([CH3:25])([CH3:26])[CH3:27])[cH:21][cH:22][cH:23]1.[C:3](#[N:4])[c:5]1[c:6]([N+:11](=[O:12])[O-:13])[cH:7][cH:8][cH:9][cH:10]1.[CH3:30][S:31]([CH3:32])=[O:33].[ClH:29].[Na+:2].[OH-:1]>>[C:3](#[N:4])[c:5]1[c:6]([N+:11](=[O:12])[O-:13])[cH:7][cH:8][c:9](-[c:22]2[cH:21][c:20]([C:24]([CH3:25])([CH3:26])[CH3:27])[c:19]([OH:28])[c:18]([C:14]([CH3:15])([CH3:16])[CH3:17])[cH:23]2)[cH:10]1.